Task: describe an organic reaction: reactants, conditions, products, and yield. Dataset: the Open Reaction Database (ORD), a public repository of structured organic reaction records The reactants are OCCCN1N=CC(=C1)C1=CC=C(C(=N1)C(NC)=O)NC1=NC(=NC=C1C(F)(F)F)NC1=C(C=C(CCCCP(OCC)=O)C=C1)OC (ethyl (4-{[4-({6-[1-(3-hydroxypropyl)-1H-pyrazol-4-yl]-2-(methylcarbamoyl)pyridin-3-yl}amino)-5-(trifluoromethyl)pyrimidin-2-yl]amino}-3-methoxybenzyl)propylphosphinate), OCCCN1N=CC(=C1)C1=CC=C(C(=N1)C(NC)=O)NC1=NC(=NC=C1C(F)(F)F)NC1=C(C=C(CCCCP(OCC)=O)C=C1)OC (ethyl (4-{[4-({6-[1-(3-hydroxypropyl)-1H-pyrazol-4-yl]-2-(methylcarbamoyl)pyridin-3-yl}amino)-5-(trifluoromethyl)pyrimidin-2-yl]amino}-3-methoxybenzyl)propylphosphinate), Br[Si](C)(C)C (bromotrimethylsilane). The solvent is N1=CC=CC=C1 (pyridine). Run at time 20 minute. The product is OCCCN1N=CC(=C1)C1=CC=C(C(=N1)C(NC)=O)NC1=NC(=NC=C1C(F)(F)F)NC1=C(C=C(CCCCP(O)=O)C=C1)OC ((4-{[4-({6-[1-(3-Hydroxypropyl)-1H-pyrazol-4-yl]-2-(methylcarbamoyl)pyridin-3-yl}amino)-5-(trifluoromethyl)pyrimidin-2-yl]amino}-3-methoxybenzyl)propylphosphinic acid). As a reaction SMILES: [OH:1][CH2:2][CH2:3][CH2:4][N:5]1[CH:9]=[C:8]([C:10]2[N:15]=[C:14]([C:16](=[O:19])[NH:17][CH3:18])[C:13]([NH:20][C:21]3[C:26]([C:27]([F:30])([F:29])[F:28])=[CH:25][N:24]=[C:23]([NH:31][C:32]4[CH:46]=[CH:45][C:35]([CH2:36][CH2:37][CH2:38][CH2:39][PH:40](=[O:44])[O:41]CC)=[CH:34][C:33]=4[O:47][CH3:48])[N:22]=3)=[CH:12][CH:11]=2)[CH:7]=[N:6]1.Br[Si](C)(C)C>N1C=CC=CC=1>[OH:1][CH2:2][CH2:3][CH2:4][N:5]1[CH:9]=[C:8]([C:10]2[N:15]=[C:14]([C:16](=[O:19])[NH:17][CH3:18])[C:13]([NH:20][C:21]3[C:26]([C:27]([F:29])([F:30])[F:28])=[CH:25][N:24]=[C:23]([NH:31][C:32]4[CH:46]=[CH:45][C:35]([CH2:36][CH2:37][CH2:38][CH2:39][PH:40](=[O:41])[OH:44])=[CH:34][C:33]=4[O:47][CH3:48])[N:22]=3)=[CH:12][CH:11]=2)[CH:7]=[N:6]1. Reported procedure: A solution of ethyl (4-{[4-({6-[1-(3-hydroxypropyl)-1H-pyrazol-4-yl]-2-(methylcarbamoyl)pyridin-3-yl}amino)-5-(trifluoromethyl)pyrimidin-2-yl]amino}-3-methoxybenzyl)propylphosphinate (Compound 37B, 10 mg, 0.015 mmol) in pyridine (1 mL) was charged with bromotrimethylsilane (0.012 mL, 0.087 mmol). The reaction was stirred at rt for 20 min. The material was not isolated. MS (ESI): m/z 663.23 [M+H]+. UPLC: tR=0.85 min (polar—2 min). Starting materials: O (water), [OH-].[Na+] (sodium hydroxide), O (water), C(#N)C(CC(=O)OCC)(C1=CC=CC=C1)C1=CC=CC=C1 (ethyl 3-cyano-3,3-diphenylpropionate), C(#N)C(CC(=O)OCC)(C1=CC=CC=C1)C1=CC=CC=C1 (ethyl 3-cyano-3,3-diphenylpropionate), [H-].[Al+3].[Li+].[H-].[H-].[H-] (lithium aluminum hydride). Run in O1CCCC1 (tetrahydrofuran). The product is NCC(CCO)(C1=CC=CC=C1)C1=CC=CC=C1 (4-Amino-3,3-diphenylbutanol). The yield is 79.1%. As a reaction SMILES: [C:1]([C:3]([C:16]1[CH:21]=[CH:20][CH:19]=[CH:18][CH:17]=1)([C:10]1[CH:15]=[CH:14][CH:13]=[CH:12][CH:11]=1)[CH2:4][C:5](OCC)=[O:6])#[N:2].[H-].[Al+3].[Li+].[H-].[H-].[H-].O.[OH-].[Na+]>O1CCCC1>[NH2:2][CH2:1][C:3]([C:16]1[CH:21]=[CH:20][CH:19]=[CH:18][CH:17]=1)([C:10]1[CH:11]=[CH:12][CH:13]=[CH:14][CH:15]=1)[CH2:4][CH2:5][OH:6] |f:1.2.3.4.5.6,8.9|. Procedure details: To a solution of ethyl 3-cyano-3,3-diphenylpropionate (reference compound 2-1) (1.2 g) in tetrahydrofuran (30 ml) was added lithium aluminum hydride (0.44 g) portionwise with ice-cooling and stirring. After completion of dropwise addition, the mixture was heated and stirred at 60° C. for 3 hours. The reaction mixture was then cooled with ice again, and water (1 ml), 15% aqueous sodium hydroxide solution (3 ml) and water (1 ml) were added in the order mentioned. The resulting precipitate was filt... The reactants are CC(CC1(C(N(CC1)CCC1=CC=CC=C1)=O)CC(=O)OC(C)(C)C)C (tert-butyl 3-(2-methylpropyl)-2-oxo-1-(2-phenylethyl)-3-pyrrolidineacetate), FC(C(=O)O)(F)F (trifluoroacetic acid). Solvent: C(Cl)Cl (CH2Cl2). The product is CC(CC1(C(N(CC1)CCC1=CC=CC=C1)=O)CC(=O)O)C (3-(2-Methylpropyl)-2-oxo-1-(2-phenylethyl)-3-pyrrolidineacetic Acid). The yield is 92.0%. Reaction SMILES: [CH3:1][CH:2]([CH3:26])[CH2:3][C:4]1([CH2:18][C:19]([O:21]C(C)(C)C)=[O:20])[CH2:8][CH2:7][N:6]([CH2:9][CH2:10][C:11]2[CH:16]=[CH:15][CH:14]=[CH:13][CH:12]=2)[C:5]1=[O:17].FC(F)(F)C(O)=O>C(Cl)Cl>[CH3:1][CH:2]([CH3:26])[CH2:3][C:4]1([CH2:18][C:19]([OH:21])=[O:20])[CH2:8][CH2:7][N:6]([CH2:9][CH2:10][C:11]2[CH:16]=[CH:15][CH:14]=[CH:13][CH:12]=2)[C:5]1=[O:17]. Procedure: A solution of tert-butyl 3-(2-methylpropyl)-2-oxo-1-(2-phenylethyl)-3-pyrrolidineacetate (659 mg, 1.83 mmol), trifluoroacetic acid (6.5 mL) and CH2Cl2 (6.5 mL) is stirred at room temperature for 1 hour. The solution is concentrated from CH2Cl2 (3×50 mL), dissolved in 1N NaOH (10 ml), and the basic layer is extracted with Et2O (2×25 mL). The pH of the basic layer is adjusted to pH 1 with 6N HCl. The acidic layer is extracted with CH2Cl2 (2×25 mL), the combined CH2 Cl2 layers dried (MgSO4), filter... The reactants are [S-]C#N.[NH4+] (ammonium thiocyanate), C(C1=CC=CC=C1)(=O)Cl (benzoyl chloride), ClC1=C(C=CC2=NSN=C21)N (4-chloro-5-amino-2,1,3-benzothiadiazole). The solvent is CC(=O)C (acetone), CO (methanol). Run at time 10 minute. The product is C(C1=CC=CC=C1)(=O)NC(=S)NC1=C(C=2C(=NSN2)C=C1)Cl (N-benzoyl-N'-(4-chloro-2,1,3-benzothiadiazol-5-yl)thiourea). As a reaction SMILES: [S-:1][C:2]#[N:3].[NH4+].[C:5](Cl)(=[O:12])[C:6]1[CH:11]=[CH:10][CH:9]=[CH:8][CH:7]=1.[Cl:14][C:15]1[C:23]2[C:19](=[N:20][S:21][N:22]=2)[CH:18]=[CH:17][C:16]=1[NH2:24]>CC(C)=O.CO>[C:5]([NH:3][C:2]([NH:24][C:16]1[CH:17]=[CH:18][C:19]2=[N:20][S:21][N:22]=[C:23]2[C:15]=1[Cl:14])=[S:1])(=[O:12])[C:6]1[CH:11]=[CH:10][CH:9]=[CH:8][CH:7]=1 |f:0.1|. Procedure: The starting material is obtained as follows: A solution of 6 g ammonium thiocyanate in 200 ml acetone is treated with 7 ml benzoyl chloride and stirred for 10 minutes. To this solution 6 g of 4-chloro-5-amino-2,1,3-benzothiadiazole in 200 ml of methanol is added. The mixture is boiled for 2 hours and cooled yielding N-benzoyl-N'-(4-chloro-2,1,3-benzothiadiazol-5-yl)thiourea (M.Pt. 220°-222° from methanol). The precipitate was filtered off and quickly heated to reflux with 100 ml of a 2 N aqueou... The reactants are C1CC(=O)N(C1=O)Br (NBS), C(C)C1=CC=2N(C=C1)N=CC2 (5-ethylpyrazolo[1,5-a]pyridine), O (water). Solvent: ClCCl (dichloromethane). Conditions: time 5 minute. Product: BrC=1C=NN2C1C=C(C=C2)CC (3-bromo-5-ethylpyrazolo[1,5-a]pyridine). Yield: 116622.5%. RXN SMILES: [CH2:1]([C:3]1[CH:8]=[CH:7][N:6]2[N:9]=[CH:10][CH:11]=[C:5]2[CH:4]=1)[CH3:2].C1C(=O)N([Br:19])C(=O)C1.O>ClCCl>[Br:19][C:11]1[CH:10]=[N:9][N:6]2[CH:7]=[CH:8][C:3]([CH2:1][CH3:2])=[CH:4][C:5]=12. Procedure: To a stirred solution of 5-ethylpyrazolo[1,5-a]pyridine (1.1 g, 0.008 mmol) in dichloromethane (10 mL) at 0° C. was added NBS (1.75 g, 0.009 mmol) and reaction mixture was stirred at room temperature for 5 min. Subsequently, water was added and the reaction mixture was extracted with dichloromethane (2×10 mL). The organic layer was washed with water (1×30 mL), sat. NaHCO3 solution (1×10 mL), brine (1×10 mL), dried over Na2SO4 and concentrated to afford 2.1 g (84%) of 3-bromo-5-ethylpyrazolo[1,5-... The reactants are Cl.Cl.COC1=CC=C(C=C1)C1N=C(N(CC2=C1C=CC=C2)C)CCC2=CC=NC=C2 (4,5-dihydro-1-(4-methoxyphenyl)-4-methyl-3-[2-(4-pyridyl)ethyl]-1H-2,4-benzodiazepine dihydrochloride), C(\C=C\C(=O)[O-])(=O)[O-] (fumarate), Cl (HCl), B(Br)(Br)Br (boron tribromide). The solvent is C(Cl)Cl (CH2Cl2). Reaction conditions: time 3 hour. Product: Cl.Cl.OC1=CC=C(C=C1)C1N=C(N(CC2=C1C=CC=C2)C)CCC2=CC=NC=C2 (4,5-dihydro-1-(4-hydroxyphenyl)-4-methyl-3-[2-(4-pyridyl)ethyl]-1H-2,4-benzodiazepine dihydrochloride). Isolated yield 83.0%. As a reaction SMILES: [ClH:1].Cl.C[O:4][C:5]1[CH:10]=[CH:9][C:8]([CH:11]2[C:17]3[CH:18]=[CH:19][CH:20]=[CH:21][C:16]=3[CH2:15][N:14]([CH3:22])[C:13]([CH2:23][CH2:24][C:25]3[CH:30]=[CH:29][N:28]=[CH:27][CH:26]=3)=[N:12]2)=[CH:7][CH:6]=1.C([O-])(=O)/C=C/C([O-])=O.B(Br)(Br)Br.Cl>C(Cl)Cl>[ClH:1].[ClH:1].[OH:4][C:5]1[CH:10]=[CH:9][C:8]([CH:11]2[C:17]3[CH:18]=[CH:19][CH:20]=[CH:21][C:16]=3[CH2:15][N:14]([CH3:22])[C:13]([CH2:23][CH2:24][C:25]3[CH:26]=[CH:27][N:28]=[CH:29][CH:30]=3)=[N:12]2)=[CH:7][CH:6]=1 |f:0.1.2,7.8.9|. Procedure details: To a mixture of 4,5-dihydro-1-(4-methoxyphenyl)-4-methyl-3-[2-(4-pyridyl)ethyl]-1H-2,4-benzodiazepine dihydrochloride (3.81 g, 8.6 mmol, prepared from the fumarate of Example 398 by standard procedures) in CH2Cl2 (40 mL) in an ice-bath under N2 was added boron tribromide (17.2 mL, 1M in CH2Cl2). The mixture was stirred for 3 hours, 2N HCl was added and the mixture was stirred for 1/2 hour. The layers were separated, the aqueous layer was extracted with CH2Cl2 and the combined organic layers were... Reactants: C(C1=CC=CC=C1)OC(CC)OC1=CC=C(C=C)C=C1 (p-(1-benzyloxypropyl)oxystyrene), OC1=CC=C(C=C)C=C1 (p-hydroxystyrene), C1(=CC=C(C=C1)S(=O)(=O)O)C (p-toluenesulfonic acid), C(=CC)OCC1=CC=CC=C1 (benzyl propenyl ether), C#CC1=CC=C(C=C1)O (poly(p-hydroxystyrene)). Run in O1CCCC1 (tetrahydrofuran). Reaction conditions: time 2 hour. Yields the product C(C1=CC=CC=C1)OC(CC)OC1=CC=C(C=C)C=C1.OC1=CC=C(C=C)C=C1 (p-(1-benzyloxypropyl)oxystyrene p-hydroxystyrene). RXN SMILES: [CH:1]#[C:2][C:3]1[CH:8]=[CH:7][C:6]([OH:9])=[CH:5][CH:4]=1.C1(C)C=CC(S(O)(=O)=O)=CC=1.C(OCC1C=CC=CC=1)=CC.[CH2:32]([O:39][CH:40]([O:43][C:44]1[CH:51]=[CH:50][C:47]([CH:48]=[CH2:49])=[CH:46][CH:45]=1)[CH2:41][CH3:42])[C:33]1[CH:38]=[CH:37][CH:36]=[CH:35][CH:34]=1.OC1C=CC(C=C)=CC=1>O1CCCC1>[CH2:32]([O:39][CH:40]([O:43][C:44]1[CH:51]=[CH:50][C:47]([CH:48]=[CH2:49])=[CH:46][CH:45]=1)[CH2:41][CH3:42])[C:33]1[CH:34]=[CH:35][CH:36]=[CH:37][CH:38]=1.[OH:9][C:6]1[CH:7]=[CH:8][C:3]([CH:2]=[CH2:1])=[CH:4][CH:5]=1 |f:6.7|. Procedure: In 48 g of tetrahydrofuran was dissolved 12 g of poly(p-hydroxystyrene) having a weight average molecular weight (Mw) of 9,000 and a dispersity (Mw/Mn) of 1.05. A catalytic amount of p-toluenesulfonic acid was added. At 10° C., 4.3 g (0.029 mol) of benzyl propenyl ether was added to the solution, which was stirred for 2 hours. The reaction mixture was precipitated from a water/isopropanol mixture, followed by filtration and drying. The end polymer was obtained in an amount of 13.5 g. On 1H-NMR a... Starting materials: CN(C1CCOCC1)CC1=CC=C(C=C1)NC(\C=C\C=1SC(=CC1)C1=CC=C(C=C1)C(C)C)=O ((E)-N-[4-[N-methyl-N-(tetrahydropyran-4-yl)aminomethyl]phenyl]-3-[5-(4-isopropylphenyl)thiophen-2-yl]acrylamide), CI (methyl iodide). The solvent is CN(C)C=O (DMF). Conditions: time 3 day. Yields the product [I-].C[N+](CC1=CC=C(C=C1)NC(\C=C\C=1SC(=CC1)C1=CC=C(C=C1)C(C)C)=O)(C)C1CCOCC1 (N,N-dimethyl-N-[4-[[(E)-3-[5-(4-isopropylphenyl)thiophen-2-yl]-2-propenoyl]amino]benzyl]-4-tetrahydropyranyl ammonium iodide). As a reaction SMILES: [CH3:1][N:2]([CH2:9][C:10]1[CH:15]=[CH:14][C:13]([NH:16][C:17](=[O:34])/[CH:18]=[CH:19]/[C:20]2[S:21][C:22]([C:25]3[CH:30]=[CH:29][C:28]([CH:31]([CH3:33])[CH3:32])=[CH:27][CH:26]=3)=[CH:23][CH:24]=2)=[CH:12][CH:11]=1)[CH:3]1[CH2:8][CH2:7][O:6][CH2:5][CH2:4]1.[CH3:35][I:36]>CN(C=O)C>[I-:36].[CH3:1][N+:2]([CH:3]1[CH2:8][CH2:7][O:6][CH2:5][CH2:4]1)([CH3:35])[CH2:9][C:10]1[CH:11]=[CH:12][C:13]([NH:16][C:17](=[O:34])/[CH:18]=[CH:19]/[C:20]2[S:21][C:22]([C:25]3[CH:26]=[CH:27][C:28]([CH:31]([CH3:32])[CH3:33])=[CH:29][CH:30]=3)=[CH:23][CH:24]=2)=[CH:14][CH:15]=1 |f:3.4|. Reported procedure: To a solution of (E)-N-[4-[N-methyl-N-(tetrahydropyran-4-yl)aminomethyl]phenyl]-3-[5-(4-isopropylphenyl)thiophen-2-yl]acrylamide (80 mg) in DMF (5 ml) was added at room temperature methyl iodide (0.04 ml), and the mixture was stirred for 3 days. Under reduced pressure, the solvent was evaporated, and to the residue was added acetonitrile. The resulting crystals were collected by filtration to give yellow crystals of N,N-dimethyl-N-[4-[[(E)-3-[5-(4-isopropylphenyl)thiophen-2-yl]-2-propenoyl]amino... Reactants: CCOC(=O)c1ncn2c1CN(C)C(=O)c1ccccc1-2, CCO, Cl, [Na+], [OH-], O. Yields the product CN1Cc2c(C(=O)O)ncn2-c2ccccc2C1=O. Reaction SMILES: [CH3:1][N:2]1[CH2:3][c:4]2[n:5]([cH:14][n:15][c:16]2[C:17](=[O:18])[O:19][CH2:20][CH3:21])-[c:6]2[c:7]([cH:10][cH:11][cH:12][cH:13]2)[C:8]1=[O:9].[CH3:25][CH2:26][OH:27].[ClH:24].[Na+:23].[OH-:22].[OH2:28]>>[CH3:1][N:2]1[CH2:3][c:4]2[n:5]([cH:14][n:15][c:16]2[C:17](=[O:18])[OH:19])-[c:6]2[c:7]([cH:10][cH:11][cH:12][cH:13]2)[C:8]1=[O:9].